This data is from the Open Reaction Database (ORD), a public repository of structured organic reaction records. The task is: describe an organic reaction: reactants, conditions, products, and yield Reactants: ClC=1C=C(C=C(C1C[C@H]1C(N(CC1)[C@@H]1CC[C@H](CC1)OC)=O)Cl)OS(=O)(=O)C(F)(F)F (trifluoro-methanesulfonic acid 3,5-dichloro-4-[(R)-trans-1-(4-methoxy-cyclohexyl)-2-oxo-pyrrolidin-3-ylmethyl]-phenyl ester), COC(=O)C1=CC=C(C=C1)B(O)O ((4-methoxycarbonylphenyl)boronic acid), solution, C(=O)([O-])[O-].[K+].[K+] (K2CO3). The reagents and catalysts are C=1C=CC(=CC1)[P](C=2C=CC=CC2)(C=3C=CC=CC3)[Pd]([P](C=4C=CC=CC4)(C=5C=CC=CC5)C=6C=CC=CC6)([P](C=7C=CC=CC7)(C=8C=CC=CC8)C=9C=CC=CC9)[P](C=1C=CC=CC1)(C=1C=CC=CC1)C=1C=CC=CC1 (tetrakis(triphenylphosphine)palladium(0)). The solvent is COCCOC (DME). Run at temperature 80 celsius, time 12 hour. Yields the product COC(=O)C1=CC=C(C=C1)C1=CC(=C(C(=C1)Cl)C[C@H]1C(N(CC1)[C@@H]1CC[C@H](CC1)OC)=O)Cl (3′,5′-Dichloro-4′-[(R)-trans-1-(4-methoxy-cyclohexyl)-2-oxo-pyrrolidin-3-ylmethyl]-biphenyl-4-carboxylic acid methyl ester). As a reaction SMILES: [Cl:1][C:2]1[CH:3]=[C:4](OS(C(F)(F)F)(=O)=O)[CH:5]=[C:6]([Cl:23])[C:7]=1[CH2:8][C@@H:9]1[CH2:13][CH2:12][N:11]([C@H:14]2[CH2:19][CH2:18][C@H:17]([O:20][CH3:21])[CH2:16][CH2:15]2)[C:10]1=[O:22].[CH3:32][O:33][C:34]([C:36]1[CH:41]=[CH:40][C:39](B(O)O)=[CH:38][CH:37]=1)=[O:35].C([O-])([O-])=O.[K+].[K+]>COCCOC.C1C=CC([P]([Pd]([P](C2C=CC=CC=2)(C2C=CC=CC=2)C2C=CC=CC=2)([P](C2C=CC=CC=2)(C2C=CC=CC=2)C2C=CC=CC=2)[P](C2C=CC=CC=2)(C2C=CC=CC=2)C2C=CC=CC=2)(C2C=CC=CC=2)C2C=CC=CC=2)=CC=1>[CH3:32][O:33][C:34]([C:36]1[CH:41]=[CH:40][C:39]([C:4]2[CH:3]=[C:2]([Cl:1])[C:7]([CH2:8][C@@H:9]3[CH2:13][CH2:12][N:11]([C@H:14]4[CH2:15][CH2:16][C@H:17]([O:20][CH3:21])[CH2:18][CH2:19]4)[C:10]3=[O:22])=[C:6]([Cl:23])[CH:5]=2)=[CH:38][CH:37]=1)=[O:35] |f:2.3.4,^1:60,62,81,100|. Procedure details: Mix trifluoro-methanesulfonic acid 3,5-dichloro-4-[(R)-trans-1-(4-methoxy-cyclohexyl)-2-oxo-pyrrolidin-3-ylmethyl]-phenyl ester (2.134 g, 4.24 mmol), (4-methoxycarbonylphenyl)boronic acid (0.926 g, 5.09 mmol), tetrakis(triphenylphosphine)palladium(0) (0.490 g, 0.42 mmol) and 6.36 ml of 2M solution of K2CO3 in DME (10 mL). Stir for 12 hours at 80° C. Quench the reaction with water and extract with ethyl acetate. Wash the extract with brine and dry over magnesium sulfate. Purify by flash chromatog... Reactants: N1=C(NC2=C1C=CC=C2)CC#N (2-benzimidazolylacetonitrile), [OH-].[Na+] (sodium hydroxide), C(C)O (ethanol). Yields the product N1=C(NC2=C1C=CC=C2)CC(=O)O (2-Benzimidazolylacetic acid). Isolated yield 95.0%. Reaction SMILES: [N:1]1[C:5]2[CH:6]=[CH:7][CH:8]=[CH:9][C:4]=2[NH:3][C:2]=1CC#N.[OH-:13].[Na+].[CH2:15]([OH:17])[CH3:16]>>[N:1]1[C:5]2[CH:6]=[CH:7][CH:8]=[CH:9][C:4]=2[NH:3][C:2]=1[CH2:16][C:15]([OH:13])=[O:17] |f:1.2|. Reported procedure: A mixture of 2-benzimidazolylacetonitrile (5.58 g, 35.5 mmol) and 4M sodium hydroxide solution (25 ml) in ethanol (100 ml) was heated at reflux for 8 h. The reaction mixture was concentrated in vacuo, the residue dissolved in water (100 ml), and extracted with ethyl acetate (2×100 ml). The aqueous phase was acidified with dilute hydrochloric acid to pH 4-5, the precipitated solid was filtered, washed with water, and dried to give the title compound (5.97 g, 95%) as a buff solid; δH (DMSO-d6) 2.4... Starting materials: CCO, Nc1cc(Cl)c(C(F)(F)F)cc1[N+](=O)[O-], [K], O. The product is CCOc1cc(N)c([N+](=O)[O-])cc1C(F)(F)F. As a reaction SMILES: [CH3:1][CH2:2][OH:3].[Cl:5][c:6]1[c:7]([C:16]([F:17])([F:18])[F:19])[cH:8][c:9]([N+:13](=[O:14])[O-:15])[c:10]([NH2:12])[cH:11]1.[K:4].[OH2:20]>>[CH3:1][CH2:2][O:3][c:6]1[c:7]([C:16]([F:17])([F:18])[F:19])[cH:8][c:9]([N+:13](=[O:14])[O-:15])[c:10]([NH2:12])[cH:11]1. Reactants: N=C1CCCN1Cc1ccccc1, O=C=Nc1cccc(C(F)(F)F)c1, F[B-](F)(F)F. The product is O=C(N=C1CCCN1Cc1ccccc1)Nc1cccc(C(F)(F)F)c1. Reaction SMILES: [CH2:6]([c:7]1[cH:8][cH:9][cH:10][cH:11][cH:12]1)[N:13]1[C:14](=[NH:18])[CH2:15][CH2:16][CH2:17]1.[F:19][C:20]([c:21]1[cH:22][c:23]([N:27]=[C:28]=[O:29])[cH:24][cH:25][cH:26]1)([F:30])[F:31].[F:1][B-:2]([F:3])([F:4])[F:5]>>[CH2:6]([c:7]1[cH:8][cH:9][cH:10][cH:11][cH:12]1)[N:13]1[C:14](=[N:18][C:28]([NH:27][c:23]2[cH:22][c:21]([C:20]([F:19])([F:30])[F:31])[cH:26][cH:25][cH:24]2)=[O:29])[CH2:15][CH2:16][CH2:17]1. Starting materials: C1(=CC=CC=C1)N(C(=O)Cl)C1=CC=CC=C1 (diphenylcarbamoyl chloride), C(C)(C)[N-]C(C)C.[Li+] (Lithium diisopropylamide), O1CCCC1.CCCCCCC.C(C)C1=CC=CC=C1 (tetrahydrofuran heptane ethylbenzene), C(C)(C)(C)OC(COC1=CC(=CC=C1)\C=C/CO)=O (cis-[3-(3-hydroxypropenyl)phenoxy]acetic acid tert-butyl ester), [Cl-].[NH4+] (ammonium chloride). Run in O1CCCC1 (tetrahydrofuran). Conditions: time 10 minute. Yields the product C(C)(C)(C)OC(COC1=CC(=CC=C1)\C=C/COC(N(C1=CC=CC=C1)C1=CC=CC=C1)=O)=O (cis-[3-(3-diphenylcarbamoyloxypropenyl)phenoxy]acetic acid tert-butyl ester). Yield: 60.4%. RXN SMILES: C([N-]C(C)C)(C)C.[Li+].O1CCCC1.CCCCCCC.C(C1C=CC=CC=1)C.[C:29]([O:33][C:34](=[O:47])[CH2:35][O:36][C:37]1[CH:42]=[CH:41][CH:40]=[C:39](/[CH:43]=[CH:44]\[CH2:45][OH:46])[CH:38]=1)([CH3:32])([CH3:31])[CH3:30].[C:48]1([N:54]([C:58]2[CH:63]=[CH:62][CH:61]=[CH:60][CH:59]=2)[C:55](Cl)=[O:56])[CH:53]=[CH:52][CH:51]=[CH:50][CH:49]=1.[Cl-].[NH4+]>O1CCCC1>[C:29]([O:33][C:34](=[O:47])[CH2:35][O:36][C:37]1[CH:42]=[CH:41][CH:40]=[C:39](/[CH:43]=[CH:44]\[CH2:45][O:46][C:55](=[O:56])[N:54]([C:58]2[CH:59]=[CH:60][CH:61]=[CH:62][CH:63]=2)[C:48]2[CH:53]=[CH:52][CH:51]=[CH:50][CH:49]=2)[CH:38]=1)([CH3:32])([CH3:30])[CH3:31] |f:0.1,2.3.4,7.8|. Procedure details: 2.0 M Lithium diisopropylamide in a solution of tetrahydrofuran/heptane/ethylbenzene (0.9 mL, 1.8 mmol) was added to a stirred solution of cis-[3-(3-hydroxypropenyl)phenoxy]acetic acid tert-butyl ester (421 mg, 1.56 mmol) in tetrahydrofuran (4.5 mL) at −78° C. under an argon atmosphere. The mixture was stirred for 10 minutes and solid diphenylcarbamoyl chloride (361 mg, 1.56 mmol) was added. The mixture was allowed to reach 0-5° C. and stirred for 16 hours. Saturated ammonium chloride was added,... Starting materials: [N+](=O)([O-])C1=C2NC(C(NC2=CC(=C1Br)Br)=O)=O (5-nitro-6,7-dibromo-1,4-dihydro-2,3-quinoxalinedione), O.O.Cl[Sn]Cl (SnCl2.2H2O). Run in C(C)O (ethanol). Conditions: temperature 90 celsius, time 4 hour. Product: NC1=C2NC(C(NC2=CC(=C1Br)Br)=O)=O (5-Amino-6,7-dibromo-1,4-dihydro-2,3-quinoxalinedione). Yield: 64.7%. RXN SMILES: [N+:1]([C:4]1[C:13]([Br:14])=[C:12]([Br:15])[CH:11]=[C:10]2[C:5]=1[NH:6][C:7](=[O:17])[C:8](=[O:16])[NH:9]2)([O-])=O.O.O.Cl[Sn]Cl>C(O)C>[NH2:1][C:4]1[C:13]([Br:14])=[C:12]([Br:15])[CH:11]=[C:10]2[C:5]=1[NH:6][C:7](=[O:17])[C:8](=[O:16])[NH:9]2 |f:1.2.3|. Reported procedure: To a stirred mixture of 5-nitro-6,7-dibromo-1,4-dihydro-2,3-quinoxalinedione (327 mg, 0.89 mMol) in ethanol (10 mL) was added SnCl2.2H2O (1.0 g, 4.45 mMol) in one portion. The mixture was refluxed at 80° C. (oil bath 90° C.) with stirring for 4 h. The mixture was then cooled to room temperature and the yellow precipitate was collected by filtration, followed by washing with cold ethanol (2×1 mL), to get 227 mg (76%) of crude title product (contains minor impurities by NMR). Crystallization from ... Starting materials: [Si](C)(C)(C(C)(C)C)O[C@H]1C[C@H]([C@H](CC1)NC([C@H](CCSC)NC(OCC1=CC=CC=C1)=O)=O)CCC (benzyl (S)-1-((1S,2R,4R)-4-(tert-butyldimethylsilyloxy)-2-propylcyclohexylamino)-4-(methylthio)-1-oxobutan-2-ylcarbamate), [H-].[Na+] (sodium hydride). Solvent: IC (iodomethane). Conditions: temperature 30 celsius, time 3 day. Product: [Si](C)(C)(C(C)(C)C)O[C@H]1C[C@H]([C@H](CC1)N1C([C@H](CC1)NC(OCC1=CC=CC=C1)=O)=O)CCC (benzyl (S)-1-((1S,2R,4R)-4-(tert-butyldimethylsilyloxy)-2-propylcyclohexyl)-2-oxopyrrolidin-3-ylcarbamate). The yield is 24.7%. As a reaction SMILES: [Si:1]([O:8][C@@H:9]1[CH2:14][CH2:13][C@H:12]([NH:15][C:16](=[O:33])[C@@H:17]([NH:22][C:23](=[O:32])[O:24][CH2:25][C:26]2[CH:31]=[CH:30][CH:29]=[CH:28][CH:27]=2)[CH2:18][CH2:19]SC)[C@H:11]([CH2:34][CH2:35][CH3:36])[CH2:10]1)([C:4]([CH3:7])([CH3:6])[CH3:5])([CH3:3])[CH3:2].[H-].[Na+]>IC>[Si:1]([O:8][C@@H:9]1[CH2:14][CH2:13][C@H:12]([N:15]2[CH2:19][CH2:18][C@H:17]([NH:22][C:23](=[O:32])[O:24][CH2:25][C:26]3[CH:31]=[CH:30][CH:29]=[CH:28][CH:27]=3)[C:16]2=[O:33])[C@H:11]([CH2:34][CH2:35][CH3:36])[CH2:10]1)([C:4]([CH3:7])([CH3:6])[CH3:5])([CH3:3])[CH3:2] |f:1.2|. Reported procedure: A sample of benzyl (S)-1-((1S,2R,4R)-4-(tert-butyldimethylsilyloxy)-2-propylcyclohexylamino)-4-(methylthio)-1-oxobutan-2-ylcarbamate (4.0 g, 7.45 mmol) was dissolved in iodomethane (8 mL) and stirred at 30° C. for 3 days. The solution was concentrated in vacuo. The residue was dissolved in methylene chloride and the resultant solution was concentrated in vacuo again; this procedure was repeated twice before the residue was placed under high vacuum for 4 h. The resultant pale yellow foam solid wa...